From a dataset of the Open Reaction Database (ORD), a public repository of structured organic reaction records. describe an organic reaction: reactants, conditions, products, and yield Reactants: ClC1=CC(=C(N)C=C1)I (4-chloro-2-iodoaniline), cuprous iodide, C1(CCCCC1)P(C1CCCCC1)C1CCCCC1 (tri-(cyclohexyl)phosphine), methyl ester, CC(C(=O)O)(C)OCC#C (2-methyl-2-(2-propynyloxy)-propanoic acid), C(C)(C)(C)N (tert-butylamine). Reagents/catalysts: Cl[Pd]([P](C1=CC=CC=C1)(C2=CC=CC=C2)C3=CC=CC=C3)([P](C4=CC=CC=C4)(C5=CC=CC=C5)C6=CC=CC=C6)Cl (bis(triphenylphosphine)dichloropalladium). Solvent: O (water). Product: COC(C(C)(C)OCC#CC1=C(C=CC(=C1)Cl)N)=O (2-[[3-(2-Amino-5-chlorophenyl)-2-propynyl]oxy]-2-methylpropanoic acid methyl ester), oil. The yield is 83.0%. RXN SMILES: [Cl:1][C:2]1[CH:8]=[CH:7][C:5]([NH2:6])=[C:4](I)[CH:3]=1.[CH:10]1(P(C2CCCCC2)C2CCCCC2)CCCCC1.[CH3:29][C:30]([O:35][CH2:36][C:37]#[CH:38])([CH3:34])[C:31]([OH:33])=[O:32].C(N)(C)(C)C>O.Cl[Pd](Cl)([P](C1C=CC=CC=1)(C1C=CC=CC=1)C1C=CC=CC=1)[P](C1C=CC=CC=1)(C1C=CC=CC=1)C1C=CC=CC=1>[CH3:10][O:32][C:31](=[O:33])[C:30]([O:35][CH2:36][C:37]#[C:38][C:4]1[CH:3]=[C:2]([Cl:1])[CH:8]=[CH:7][C:5]=1[NH2:6])([CH3:34])[CH3:29] |^1:47,66|. Procedure details: A mixture of 2 g (7.89 mM) of 4-chloro-2-iodoaniline, 75 mg (0.395 mM) of cuprous iodide, 277 mg (0.39 mM) of bis(triphenylphosphine)dichloropalladium, 221 mg (0.79 mM) of tri-(cyclohexyl)phosphine, 3.08 g (19.7 mM) of the methyl ester of 2-methyl-2-(2-propynyloxy)-propanoic acid and 15 ml of tert-butylamine is prepared. The reaction mixture is refluxed gently for 16 hours and then cooled, hydrolyzed in 60 ml of water and extracted with 3×40 ml of dichloromethane. The combined organic phases are... Starting materials: C1(=CC=CC=C1)C=1NC1 (2-phenylazirine), C(C1=CC=CC=C1)(=O)CC(C1=CC=CC=C1)=O (dibenzoylmethane), CC(=O)C (acetone). The reagents and catalysts are C/C(=C/C(=O)C)/[O-].C/C(=C/C(=O)C)/[O-].[Ni+2] (nickel acetylacetonate). The solvent is O (water). Run at temperature 20 celsius. Product: C1(=CC=CC=C1)C=1NC=C(C1C(C1=CC=CC=C1)=O)C1=CC=CC=C1 (2,4-diphenyl-3-benzoylpyrrole). As a reaction SMILES: [C:1]1([C:7]2[NH:8][CH:9]=2)[CH:6]=[CH:5][CH:4]=[CH:3][CH:2]=1.[C:10]([CH2:18][C:19](=O)[C:20]1[CH:25]=[CH:24][CH:23]=[CH:22][CH:21]=1)(=[O:17])[C:11]1[CH:16]=[CH:15][CH:14]=[CH:13][CH:12]=1.CC(C)=O>C/C(/[O-])=C/C(C)=O.C/C(/[O-])=C/C(C)=O.[Ni+2].O>[C:20]1([C:19]2[NH:8][CH:9]=[C:7]([C:1]3[CH:6]=[CH:5][CH:4]=[CH:3][CH:2]=3)[C:18]=2[C:10](=[O:17])[C:11]2[CH:12]=[CH:13][CH:14]=[CH:15][CH:16]=2)[CH:25]=[CH:24][CH:23]=[CH:22][CH:21]=1 |f:3.4.5|. Procedure details: With stirring, 3.0 g of 2-phenylazirine are added dropwise to a solution of 5.6 g of dibenzoylmethane, 10 ml of acetone and 0.1 g of nickel acetylacetonate at 50° C. The mixture is then heated at reflux for 30 minutes, cooled to 20° C., and 25 ml of water are added. The precipitated crystals are filtered with suction, washed with water, and dried to constant weight.